Dataset: the Open Reaction Database (ORD), a public repository of structured organic reaction records. Task: describe an organic reaction: reactants, conditions, products, and yield Starting materials: N(=O)[O-].[Na+] (NaNO2), O1CCOCC1 (dioxane), B(F)(F)F (BF3), NC1=CC2=C(NC(S2)=O)C=C1 (6-Amino-1,3-benzothiazol-2(3H)-one). Reagents/catalysts: C(C)(=O)[O-].[Pd+2].C(C)(=O)[O-] (palladium acetate). Run in O (water), CCOCC (ether), [H+].[B-](F)(F)(F)F (HBF4). Conditions: temperature 0 celsius, time 1 hour. Product: C1(=CC=CC=C1)C=CC1=CC2=C(NC(S2)=O)C=C1 (6-(2-Phenylethenyl)-1,3-benzothiazol-2(3H)-one). Reaction SMILES: N[C:2]1[CH:11]=[CH:10][C:5]2[NH:6][C:7](=[O:9])[S:8][C:4]=2[CH:3]=1.N([O-])=O.[Na+].B(F)(F)F.O1[CH2:25][CH2:24]OCC1>[H+].[B-](F)(F)(F)F.O.CCOCC.C([O-])(=O)C.[Pd+2].C([O-])(=O)C>[C:2]1([CH:24]=[CH:25][C:2]2[CH:11]=[CH:10][C:5]3[NH:6][C:7](=[O:9])[S:8][C:4]=3[CH:3]=2)[CH:11]=[CH:10][CH:5]=[CH:4][CH:3]=1 |f:1.2,5.6,9.10.11|. Procedure: The compound obtained in Step B (1 g) is dissolved in HBF4 (10 ml) and the mixture is cooled to 0° C. 0.44 g of NaNO2 previously dissolved in water is then added and the reaction is stirred at 0° C. for 1 hour. The resulting precipitate is filtered off and washed with ether, ground with BF3 (4.5 mmol) and palladium acetate (0.2 mmol), and then placed under a nitrogen atmosphere before the addition of 15.1 ml of anhydrous dioxane. The reaction mixture is stirred for 5 hours at ambient temperature... Starting materials: BrC=1C=C(C=CC1OC)C(CNC1=C(C(N(C1)S(=O)(=O)C(F)(F)F)=O)C1=NC2=C(N1C(=O)OC(C)(C)C)C=C(C=C2C)N2CCOCC2)O (4-[2-(3-Bromo-4-methoxy-phenyl)-2-hydroxy-ethylamino]-3-(1-tert-butyloxycarbonyl-4-methyl-6-morpholin-4-yl-1H-benzoimidazol-2-yl)-1-trifluoromethanesulfonyl-1,5-dihydro-pyrrol-2-one), ClC=1C=C(C=CC1)[C@@H](CNC1=C(C(NC1)=O)C1=NC2=C(N1)C=C(C=C2C)N2CCOCC2)O ((S)-4-[2-(3-chloro-phenyl)-2-hydroxy-ethylamino]-3-(4-methyl-6-morpholin-4-yl-1H-benzoimidazol-2-yl)-1,5-dihydro-pyrrol-2-one). The product is BrC=1C=C(C=CC1OC)C(CNC1=C(C(NC1)=O)C1=NC2=C(N1)C=C(C=C2C)N2CCOCC2)O (4-[2-(3-Bromo-4-methoxy-phenyl)-2-hydroxy-ethylamino]-3-(4-methyl-6-morpholin-4-yl-1H-benzoimidazol-2-yl)-1,5-dihydro-pyrrol-2-one). Yield: 54.5%. RXN SMILES: [Br:1][C:2]1[CH:3]=[C:4]([CH:10]([OH:49])[CH2:11][NH:12][C:13]2[CH2:17][N:16](S(C(F)(F)F)(=O)=O)[C:15](=[O:25])[C:14]=2[C:26]2[N:30](C(OC(C)(C)C)=O)[C:29]3[CH:38]=[C:39]([N:43]4[CH2:48][CH2:47][O:46][CH2:45][CH2:44]4)[CH:40]=[C:41]([CH3:42])[C:28]=3[N:27]=2)[CH:5]=[CH:6][C:7]=1[O:8][CH3:9].ClC1C=C([C@H](O)CNC2CNC(=O)C=2C2NC3C=C(N4CCOCC4)C=C(C)C=3N=2)C=CC=1>>[Br:1][C:2]1[CH:3]=[C:4]([CH:10]([OH:49])[CH2:11][NH:12][C:13]2[CH2:17][NH:16][C:15](=[O:25])[C:14]=2[C:26]2[NH:30][C:29]3[CH:38]=[C:39]([N:43]4[CH2:44][CH2:45][O:46][CH2:47][CH2:48]4)[CH:40]=[C:41]([CH3:42])[C:28]=3[N:27]=2)[CH:5]=[CH:6][C:7]=1[O:8][CH3:9]. Reported procedure: 4-[2-(3-Bromo-4-methoxy-phenyl)-2-hydroxy-ethylamino]-3-(1-tert-butyloxycarbonyl-4-methyl-6-morpholin-4-yl-1H-benzoimidazol-2-yl)-1-trifluoromethanesulfonyl-1,5-dihydro-pyrrol-2-one (0.018 g, 0.023 mmol) was reacted according to the procedure used to synthesize (S)-4-[2-(3-chloro-phenyl)-2-hydroxy-ethylamino]-3-(4-methyl-6-morpholin-4-yl-1H-benzoimidazol-2-yl)-1,5-dihydro-pyrrol-2-one and afforded the title material (0.0068 g, 54%) as a beige solid. HPLC: 98% (220 nm), LCMS (+ESI, M+H+) m/z 542,... The reactants are CO, NC(Cc1ccccc1)C(=O)O. The product is NC(Cc1ccccc1)C(=O)O. Reaction SMILES: [CH3:13][OH:14].[NH2:1][CH:2]([CH2:3][c:4]1[cH:5][cH:6][cH:7][cH:8][cH:9]1)[C:10]([OH:11])=[O:12]>>[NH2:1][CH:2]([CH2:3][c:4]1[cH:5][cH:6][cH:7][cH:8][cH:9]1)[C:10](=[O:11])[OH:12].